From a dataset of the Open Reaction Database (ORD), a public repository of structured organic reaction records. describe an organic reaction: reactants, conditions, products, and yield Starting materials: CCO, CCC(O)c1c(F)cccc1OC. Product: CCCc1c(F)cccc1OC. Reaction SMILES: [CH3:14][CH2:15][OH:16].[F:1][c:2]1[c:3]([CH:10]([CH2:11][CH3:12])[OH:13])[c:4]([O:8][CH3:9])[cH:5][cH:6][cH:7]1>>[F:1][c:2]1[c:3]([CH2:10][CH2:11][CH3:12])[c:4]([O:8][CH3:9])[cH:5][cH:6][cH:7]1. Starting materials: N1=CC=C(C2=CC=CC=C12)CO (quinolin-4-ylmethanol), 32046, C(Cl)Cl (CH2Cl2), O=S(Cl)Cl (SOCl2). Reaction conditions: time 1 hour. The product is Cl.ClCC=1C=C2C=CC=NC2=CC1 (6-(chloromethyl)quinoline hydrochloride), Cl.ClCC=1C=C2C=CN=CC2=CC1 (6-(Chloromethyl)isoquinoline hydrochloride). Isolated yield 93.0%. RXN SMILES: [N:1]1[C:10]2[C:5](=[CH:6][CH:7]=[CH:8][CH:9]=2)[C:4]([CH2:11]O)=[CH:3][CH:2]=1.O=S(Cl)[Cl:15].[CH2:17](Cl)[Cl:18]>>[ClH:15].[Cl:18][CH2:17][C:7]1[CH:6]=[C:5]2[C:10](=[CH:9][CH:8]=1)[N:1]=[CH:2][CH:3]=[CH:4]2.[ClH:15].[Cl:15][CH2:9][C:8]1[CH:11]=[C:4]2[C:5](=[CH:6][CH:7]=1)[CH:10]=[N:1][CH:2]=[CH:3]2 |f:3.4,5.6|. Procedure: To a solution of quinolin-4-ylmethanol MDE 32046 (0.24 g, 1.51 mmol) in dry CH2Cl2 (10 mL) at 0° C. under N2 in a 50 mL round-bottomed flask equipped with a magnetic stirrer was added dropwise SOCl2 (2.3 mL, 31.2 mmol) and the mixture was stirred for 1 h at RT. The volatiles were then removed at 40° C. under vacuum and the residue was taken up in CH2Cl2 (20 mL) before concentration back to dryness at 40° C. under vacuum (done 3 times) to give 6-(chloromethyl)quinoline hydrochloride MDE 32048 as ...